From a dataset of the Open Reaction Database (ORD), a public repository of structured organic reaction records. describe an organic reaction: reactants, conditions, products, and yield The reactants are COC1(OC)CCC(CCO)C1, CCOCC, Cc1ccc(S(=O)(=O)O)cc1. Yields the product O=C1CCC(CCO)C1. RXN SMILES: [CH3:1][O:2][C:3]1([O:11][CH3:12])[CH2:4][CH:5]([CH2:8][CH2:9][OH:10])[CH2:6][CH2:7]1.[CH3:24][CH2:25][O:26][CH2:27][CH3:28].[c:13]1([CH3:14])[cH:15][cH:16][c:17]([S:18]([OH:19])(=[O:20])=[O:21])[cH:22][cH:23]1>>[O:2]=[C:3]1[CH2:4][CH:5]([CH2:8][CH2:9][OH:10])[CH2:6][CH2:7]1.